Dataset: the Open Reaction Database (ORD), a public repository of structured organic reaction records. Task: describe an organic reaction: reactants, conditions, products, and yield Reactants: C#CCCC(=O)O, C1CCOC1, CC(=O)O, C(=NC1CCCCC1)=NC1CCCCC1, O=C1CCC(=O)N1O. Yields the product C#CCCC(=O)ON1C(=O)CCC1=O. Reaction SMILES: [C:1]([CH2:2][CH2:3][C:4]#[CH:5])(=[O:6])[OH:7].[CH2:35]1[O:36][CH2:37][CH2:38][CH2:39]1.[CH3:31][C:32](=[O:33])[OH:34].[CH:16]1([N:17]=[C:18]=[N:19][CH:20]2[CH2:21][CH2:22][CH2:23][CH2:24][CH2:25]2)[CH2:26][CH2:27][CH2:28][CH2:29][CH2:30]1.[OH:8][N:9]1[C:10](=[O:15])[CH2:11][CH2:12][C:13]1=[O:14]>>[C:1]([CH2:2][CH2:3][C:4]#[CH:5])([O:6][N:9]1[C:10](=[O:15])[CH2:11][CH2:12][C:13]1=[O:14])=[O:7]. The reactants are S(=O)(=O)(OC)OC (dimethyl sulphate), OC1=C(NS(C2=C1C=CC=C2)(=O)=O)C(=O)OC (methyl 4-hydroxy-2H-1,2-benzothiazine-3-carboxylate 1,1-dioxide), [OH-].[Na+] (sodium hydroxide). Solvent: CN(C)C=O (DMF), CN(C)C=O (DMF), O (water). Conditions: temperature 30 celsius, time 3 hour. Product: OC1=C(N(S(C2=C1C=CC=C2)(=O)=O)C)C(=O)OC (Methyl 4-Hydroxy-2-Methyl-2H-1,2-Benzothiazine-3-Carboxylate 1,1-Dioxide). Isolated yield 95.2%. RXN SMILES: [OH-].[Na+].[OH:3][C:4]1[C:9]2[CH:10]=[CH:11][CH:12]=[CH:13][C:8]=2[S:7](=[O:15])(=[O:14])[NH:6][C:5]=1[C:16]([O:18][CH3:19])=[O:17].S(OC)(O[CH3:24])(=O)=O>CN(C=O)C.O>[OH:3][C:4]1[C:9]2[CH:10]=[CH:11][CH:12]=[CH:13][C:8]=2[S:7](=[O:14])(=[O:15])[N:6]([CH3:24])[C:5]=1[C:16]([O:18][CH3:19])=[O:17] |f:0.1|. Reported procedure: To a suspension of 3.5 grams (0.086 moles) of sodium hydroxide in 68 ml DMF, a solution of 20 grams (.078 moles) of methyl 4-hydroxy-2H-1,2-benzothiazine-3-carboxylate 1,1-dioxide is added in 34 ml DMF over a period of about 5 minutes at about 25°C. 11.9 Grams (0.094 moles) of dimethyl sulphate is added over a period of about 30 minutes at a maximum temperature of 30°C. The reaction is stirred for 3 hours at 30°C. and diluted with about 150 ml of water. It is cooled to 15°C., filtered and washed... RXN SMILES: [CH2:1]([CH:8]1[CH2:13][CH2:12][N:11]([C:14](=[O:18])[C:15]([OH:17])=O)[CH2:10][CH2:9]1)[C:2]1[CH:7]=[CH:6][CH:5]=[CH:4][CH:3]=1.[NH2:19][C:20]1[CH:25]=[CH:24][CH:23]=[CH:22][CH:21]=1>C(OCC)C>[CH2:1]([CH:8]1[CH2:9][CH2:10][N:11]([C:14](=[O:18])[C:15]([NH:19][C:20]2[CH:25]=[CH:24][CH:23]=[CH:22][CH:21]=2)=[O:17])[CH2:12][CH2:13]1)[C:2]1[CH:3]=[CH:4][CH:5]=[CH:6][CH:7]=1. The reactants are C(C1=CC=CC=C1)C1CCN(CC1)C(C(=O)O)=O ((4-benzyl-piperidin-1-yl)-oxo-acetic acid), NC1=CC=CC=C1 (aniline). Reported procedure: The title compound is prepared from (4-benzyl-piperidin-1-yl)-oxo-acetic acid (Example 5b) and aniline (Aldrich) according to the method described in Example 1c. Melting Point: 125-128° C. (diethylether) Yields the product C(C1=CC=CC=C1)C1CCN(CC1)C(C(=O)NC1=CC=CC=C1)=O (2-(4-Benzyl-piperidin-1-yl)-2-oxo-N-phenyl-acetamide). The solvent is C(C)OCC (diethylether). Reactants: O (Water), solution, [OH-].[Na+] (sodium hydroxide), Cl (hydrochloric acid), C(C)(=O)OC1=C(C=CC(=C1)C(C1=C(C=C(C=C1)OCC(C)C)OCC(C)C)=O)OCC(C)C (5-(2,4-diisobutoxybenzoyl)-2-isobutoxyphenyl acetate). The solvent is C(Cl)(Cl)Cl (chloroform), C(C)O (ethanol). Conditions: time 1 hour. The product is C(C(C)C)OC1=C(C=CC(=C1)OCC(C)C)C(=O)C1=CC(=C(C=C1)OCC(C)C)O ((2,4-diisobutoxyphenyl)(3-hydroxy-4-isobutoxyphenyl)methanone). Yield: 91.8%. Reaction SMILES: C([O:4][C:5]1[CH:10]=[C:9]([C:11](=[O:28])[C:12]2[CH:17]=[CH:16][C:15]([O:18][CH2:19][CH:20]([CH3:22])[CH3:21])=[CH:14][C:13]=2[O:23][CH2:24][CH:25]([CH3:27])[CH3:26])[CH:8]=[CH:7][C:6]=1[O:29][CH2:30][CH:31]([CH3:33])[CH3:32])(=O)C.[OH-].[Na+].O.Cl>C(O)C.C(Cl)(Cl)Cl>[CH2:24]([O:23][C:13]1[CH:14]=[C:15]([O:18][CH2:19][CH:20]([CH3:22])[CH3:21])[CH:16]=[CH:17][C:12]=1[C:11]([C:9]1[CH:8]=[CH:7][C:6]([O:29][CH2:30][CH:31]([CH3:33])[CH3:32])=[C:5]([OH:4])[CH:10]=1)=[O:28])[CH:25]([CH3:27])[CH3:26] |f:1.2|. Procedure details: In 10 ml of ethanol is dissolved 0.48 g of 5-(2,4-diisobutoxybenzoyl)-2-isobutoxyphenyl acetate, to which is added 3.2 ml of 1 mol/L solution of sodium hydroxide. The mixture thus obtained is stirred at ambient temperature for one hour. Water and chloroform are added to the reaction mixture, pH is adjusted to 2 with 6 mol/L hydrochloric acid, and the organic layer is separated. The organic layer is washed with water and saturated aqueous solution of sodium chloride successively and dried on anhy... The reactants are [OH-].[Na+] (sodium hydroxide), C(CCC)[Sn](CCCC)(Cl)Cl (di-n-butyltin dichloride), [Cl].[Cl].[Cl].C(CCC)[Sn] (mono-n-butyltin trichlorine). Run in C1(=CC=CC=C1)C (toluene), C1(=CC=CC=C1)C (toluene). Run at temperature 75 celsius. The product is C(CCC)[Sn](CCCC)=O (di-n-butyltin oxide). Isolated yield 97.0%. RXN SMILES: [OH-:1].[Na+].[CH2:3]([Sn:7](Cl)(Cl)[CH2:8][CH2:9][CH2:10][CH3:11])[CH2:4][CH2:5][CH3:6].[Cl].[Cl].[Cl].C([Sn])CCC>C1(C)C=CC=CC=1>[CH2:3]([Sn:7](=[O:1])[CH2:8][CH2:9][CH2:10][CH3:11])[CH2:4][CH2:5][CH3:6] |f:0.1,3.4.5.6,^1:13,14,15,17|. Reported procedure: The same apparatus as used in Example 1 was employed. To the flask were continuously fed 1,300 g of 16% aqueous sodium hydroxide solution and 5,504 g of a toluene solution which had been prepared by dissolving, in 3,592 g of toluene, 1,912 g of di-n-butyltin dichloride containing 1.5% tri-n-butyltin chloride and 1.0% mono-n-butyltin trichlorine. The above feeding was performed with stirring and heating at 75° C., to conduct hydrolysis for 60 minutes. The resulting reaction mixture overflowed was... Starting materials: CCO, O=[N+]([O-])c1ccc(-c2cnns2)cc1, [Na+], O=C([O-])O, O, Cl[Sn]Cl. Product: Nc1ccc(-c2cnns2)cc1. As a reaction SMILES: [CH3:24][CH2:25][OH:26].[N+:5]([O-:6])(=[O:7])[c:8]1[cH:9][cH:10][c:11](-[c:14]2[cH:15][n:16][n:17][s:18]2)[cH:12][cH:13]1.[Na+:23].[O-:19][C:20]([OH:21])=[O:22].[OH2:4].[Sn:1]([Cl:2])[Cl:3]>>[NH2:5][c:8]1[cH:9][cH:10][c:11](-[c:14]2[cH:15][n:16][n:17][s:18]2)[cH:12][cH:13]1. Starting materials: [BH3-]C#N, CN(C)S(=O)(=O)n1cc([SiH](C)C)nc1C(C)(C)C, CC(=O)O, CC#N, CCOCC, [Na+]. Product: CN(C)S(=O)(=O)n1c(C(C)(C)C)nc([SiH](C)C)c1C=O. RXN SMILES: [C:19]([BH3-:20])#[N:21].[CH3:1][N:2]([S:3](=[O:4])(=[O:5])[n:6]1[c:7]([C:14]([CH3:15])([CH3:16])[CH3:17])[n:8][c:9]([SiH:11]([CH3:12])[CH3:13])[cH:10]1)[CH3:18].[CH3:23][C:24]([OH:25])=[O:26].[CH3:27][C:28]#[N:29].[CH3:30][CH2:31][O:32][CH2:33][CH3:34].[Na+:22]>>[CH3:1][N:2]([S:3](=[O:4])(=[O:5])[n:6]1[c:7]([C:14]([CH3:15])([CH3:16])[CH3:17])[n:8][c:9]([SiH:11]([CH3:12])[CH3:13])[c:10]1[CH:24]=[O:25])[CH3:18].